Task: describe an organic reaction: reactants, conditions, products, and yield. Dataset: the Open Reaction Database (ORD), a public repository of structured organic reaction records The reactants are OC1=CC=C(C=C1)C1=C(C=C(C=C1)C=O)C (4′-hydroxy-2-methyl-1,1′-biphenyl-4-carbaldehyde), Cl.NO (hydroxylamine hydrochloride). Product: OC1=CC=C(C=C1)C1=C(C=C(C=C1)C=NO)C (4′-Hydroxy-2-methyl-1,1′-biphenyl-4-carbaldehyde oxime), white solid. Yield: 96.0%. RXN SMILES: [OH:1][C:2]1[CH:7]=[CH:6][C:5]([C:8]2[CH:13]=[CH:12][C:11]([CH:14]=O)=[CH:10][C:9]=2[CH3:16])=[CH:4][CH:3]=1.Cl.[NH2:18][OH:19]>>[OH:1][C:2]1[CH:7]=[CH:6][C:5]([C:8]2[CH:13]=[CH:12][C:11]([CH:14]=[N:18][OH:19])=[CH:10][C:9]=2[CH3:16])=[CH:4][CH:3]=1 |f:1.2|. Procedure details: The title compound was prepared by reacting 4′-hydroxy-2-methyl-1,1′-biphenyl-4-carbaldehyde (350 mg, 1.65 mmol) with hydroxylamine hydrochloride (230 mg, 3.30 mmol) according to Method C to yield 360 mg (96%) of white solid: mp 169-171° C.; Starting materials: C1(=CC=CC=C1)P(C1=CC=CC=C1)C1=CC=CC=C1 (Triphenylphosphine), solution, N(=NC(=O)OCC)C(=O)OCC (diethyl azodicarboxylate), FC1=C(C=C(C=C1)OC)C1=C(C=C(C=C1)O)CC(C)(C)C (2′-fluoro-5′-methoxy-2-neopentyl-[1,1′-biphenyl]-4-ol), C1(CC1)C(CC(=O)OCC)C1=CC(=NC=C1)CO (ethyl 3-cyclopropyl-3-(2-(hydroxymethyl)pyridin-4-yl)propanoate), C1(=CC=CC=C1)P(C1=CC=CC=C1)C1=CC=CC=C1 (triphenylphosphine), solution, N(=NC(=O)OCC)C(=O)OCC (diethyl azodicarboxylate). Solvent: C1(=CC=CC=C1)C (toluene), C1CCOC1 (THF), C1(=CC=CC=C1)C (toluene). Conditions: time 14 hour. Product: C1(CC1)C(CC(=O)OCC)C1=CC(=NC=C1)COC1=CC(=C(C=C1)C1=C(C=CC(=C1)OC)F)CC(C)(C)C (ethyl 3-cyclopropyl-3-(2-(((2′-fluoro-5′-methoxy-2-neopentyl-[1,1′-biphenyl]-4-yl)oxy)methyl)pyridin-4-yl)propanoate). Isolated yield 39.4%. As a reaction SMILES: [F:1][C:2]1[CH:7]=[CH:6][C:5]([O:8][CH3:9])=[CH:4][C:3]=1[C:10]1[CH:15]=[CH:14][C:13]([OH:16])=[CH:12][C:11]=1[CH2:17][C:18]([CH3:21])([CH3:20])[CH3:19].[CH:22]1([CH:25]([C:32]2[CH:37]=[CH:36][N:35]=[C:34]([CH2:38]O)[CH:33]=2)[CH2:26][C:27]([O:29][CH2:30][CH3:31])=[O:28])[CH2:24][CH2:23]1.C1(P(C2C=CC=CC=2)C2C=CC=CC=2)C=CC=CC=1.N(C(OCC)=O)=NC(OCC)=O>C1COCC1.C1(C)C=CC=CC=1>[CH:22]1([CH:25]([C:32]2[CH:37]=[CH:36][N:35]=[C:34]([CH2:38][O:16][C:13]3[CH:14]=[CH:15][C:10]([C:3]4[CH:4]=[C:5]([O:8][CH3:9])[CH:6]=[CH:7][C:2]=4[F:1])=[C:11]([CH2:17][C:18]([CH3:21])([CH3:20])[CH3:19])[CH:12]=3)[CH:33]=2)[CH2:26][C:27]([O:29][CH2:30][CH3:31])=[O:28])[CH2:24][CH2:23]1. Reported procedure: Under a nitrogen atmosphere, to a solution of 2′-fluoro-5′-methoxy-2-neopentyl-[1,1′-biphenyl]-4-ol (100 mg), ethyl 3-cyclopropyl-3-(2-(hydroxymethyl)pyridin-4-yl)propanoate (94 mg) and triphenylphosphine (182 mg) in THF (3.0 mL) was added a 40% solution of diethyl azodicarboxylate in toluene (315 μL) at room temperature, and the mixture was stirred for 14 hr. Triphenylphosphine (182 mg) and a 40% solution of diethyl azodicarboxylate in toluene (315 μL) were added to the reaction mixture, and th... The reactants are D-amino acids, N[C@H](C(C)C)C(=O)O (D-valine), N[C@H](C)C(=O)O (D-alanine), N[C@H]([C@@H](O)C)C(=O)O (D-threonine). The product is N[C@@H](CC(N)=O)C(=O)O (L-asparagine). As a reaction SMILES: [NH2:1][C@@H:2]([C:4]([OH:6])=[O:5])[CH3:3].N[C@@H]([C:12]([OH:14])=O)[C@H](C)O.[NH2:15][C@@H](C(O)=O)C(C)C>>[NH2:1][C@H:2]([C:4]([OH:6])=[O:5])[CH2:3][C:12](=[O:14])[NH2:15]. Procedure details: According to a particularly advantageous further development of the invention X is replaced by the D-amino acids: D-alanine, D-threonine or D-valine. The reactants are ClCCl, CC(C)(C)c1ccc(N2CCc3cccc(N)c3C2=O)cc1, O=Cc1ccncc1. Product: CC(C)(C)c1ccc(N2CCc3cccc(NCc4ccncc4)c3C2=O)cc1. As a reaction SMILES: [Cl:31][CH2:32][Cl:33].[NH2:1][c:2]1[cH:3][cH:4][cH:5][c:6]2[c:11]1[C:10](=[O:12])[N:9]([c:13]1[cH:14][cH:15][c:16]([C:19]([CH3:20])([CH3:21])[CH3:22])[cH:17][cH:18]1)[CH2:8][CH2:7]2.[n:23]1[cH:24][cH:25][c:26]([CH:29]=[O:30])[cH:27][cH:28]1>>[NH:1]([c:2]1[cH:3][cH:4][cH:5][c:6]2[c:11]1[C:10](=[O:12])[N:9]([c:13]1[cH:14][cH:15][c:16]([C:19]([CH3:20])([CH3:21])[CH3:22])[cH:17][cH:18]1)[CH2:8][CH2:7]2)[CH2:29][c:26]1[cH:25][cH:24][n:23][cH:28][cH:27]1. Reactants: O=c1[nH]cnn1-c1cc(F)ccc1Br, [Cl-], [H-], CI, [NH4+], [Na+], CN(C)C=O. The product is Cn1cnn(-c2cc(F)ccc2Br)c1=O. As a reaction SMILES: [Br:3][c:4]1[c:5](-[n:11]2[n:12][cH:13][nH:14][c:15]2=[O:16])[cH:6][c:7]([F:10])[cH:8][cH:9]1.[Cl-:19].[H-:1].[I:17][CH3:18].[NH4+:20].[Na+:2].[O:21]=[CH:22][N:23]([CH3:24])[CH3:25]>>[Br:3][c:4]1[c:5](-[n:11]2[n:12][cH:13][n:14]([CH3:18])[c:15]2=[O:16])[cH:6][c:7]([F:10])[cH:8][cH:9]1. The reactants are [N-]=[N+]=[N-].[Na+] (NaN3), [NH4+].[Cl-] (NH4Cl), CC1(CN(CC2OC2C1)S(=O)(=O)C1=NC=CC=C1)C (5,5-Dimethyl-3-(pyridine-2-sulfonyl)-8-oxa-3-aza-bicyclo[5.1.0]octane). The solvent is CO (MeOH), O (H2O). Yields the product N(=[N+]=[N-])C1C(CN(CC(C1)(C)C)S(=O)(=O)C1=NC=CC=C1)O (4-azido-6,6-dimethyl-1-(pyridine-2-sulfonyl)-azepan-3-ol). Isolated yield 28.6%. As a reaction SMILES: [CH3:1][C:2]1([CH3:19])[CH2:9][CH:8]2[CH:6]([O:7]2)[CH2:5][N:4]([S:10]([C:13]2[CH:18]=[CH:17][CH:16]=[CH:15][N:14]=2)(=[O:12])=[O:11])[CH2:3]1.[N-:20]=[N+:21]=[N-:22].[Na+].[NH4+].[Cl-]>CO.O>[N:20]([CH:8]1[CH2:9][C:2]([CH3:19])([CH3:1])[CH2:3][N:4]([S:10]([C:13]2[CH:18]=[CH:17][CH:16]=[CH:15][N:14]=2)(=[O:12])=[O:11])[CH2:5][CH:6]1[OH:7])=[N+:21]=[N-:22] |f:1.2,3.4|. Procedure details: 5,5-Dimethyl-3-(pyridine-2-sulfonyl)-8-oxa-3-aza-bicyclo[5.1.0]octane from Example 92e (1.2 g, 4.3 mmol) was dissolved in the mixture of 7 ml MeOH and 1 ml H2O. NaN3 (0.83 g, 13 mmol) and NH4Cl (0.7 g, 13 mmol) were added to the solution. The resulting mixture was refluxed overnight. After the removal of MeOH, the residue was diluted in EtOAc and washed with 10% NaHCO3 and brine. Purified on column chromatography gave 0.4 g 4-azido-6,6-dimethyl-1-(pyridine-2-sulfonyl)-azepan-3-ol (yield 29%); MS... Starting materials: BrN1C(CCC1=O)=O (N-bromosuccinimide), azoisobutyronitrile, C(C)(C)(C)C=1C=C(C=C(C1)C)C (5-tert-butyl-m-xylene). Run in C(Cl)(Cl)(Cl)Cl (carbon tetrachloride). The product is C(C)(C)(C)C=1C=C(CBr)C=C(C1)C (3-t-butyl-5-methylbenzyl bromide). RXN SMILES: [C:1]([C:5]1[CH:6]=[C:7]([CH3:12])[CH:8]=[C:9]([CH3:11])[CH:10]=1)([CH3:4])([CH3:3])[CH3:2].[Br:13]N1C(=O)CCC1=O>C(Cl)(Cl)(Cl)Cl>[C:1]([C:5]1[CH:6]=[C:7]([CH:8]=[C:9]([CH3:11])[CH:10]=1)[CH2:12][Br:13])([CH3:4])([CH3:3])[CH3:2]. Reported procedure: 5-tert-butyl-m-xylene (15g) was dissolved in carbon tetrachloride (80ml), N-bromosuccinimide (16.45g) and a catalytic amount of azoisobutyronitrile were added and the reaction was heated at reflux for 4h. The reaction was cooled and the mixture filtered to remove the succinimide. The solvent was removed in vacuo to afford a light brown oil. Purification was carried out by chromatography on silica gel (eluting silica with 100% petroleum ether, bp 60°-800° C.) to afford 3-t-butyl-5-methylbenzyl br... Reactants: CS(=O)(=NC(=O)C1=CNC(=C1)C1=NC=CC(=C1)OC1=CC=C(C=C1)NC(=O)NC1=CC(=CC=C1)C)CCCC(=O)OC (methyl 4-{S-methyl-N-[(5-{4-[4-({[(3-methylphenyl)amino]carbonyl}amino)phenoxy]pyridin-2-yl}-1H-pyrrol-3-yl)carbonyl]sulfonimidoyl}butanoate), [OH-].[Na+] (NaOH), Cl (HCl), O (water). Solvent: CO (MeOH). Reaction conditions: time 30 minute. The product is CS(=O)(=NC(=O)C1=CNC(=C1)C1=NC=CC(=C1)OC1=CC=C(C=C1)NC(=O)NC1=CC(=CC=C1)C)CCCC(=O)O (4-{S-methyl-N-[(5-{4-[4-({[(3-methylphenyl)amino]carbonyl}amino)phenoxy]pyridin-2-yl}-1H-pyrrol-3-yl)carbonyl]sulfonimidoyl}butanoic acid). RXN SMILES: [CH3:1][S:2]([CH2:36][CH2:37][CH2:38][C:39]([O:41]C)=[O:40])(=[N:4][C:5]([C:7]1[CH:11]=[C:10]([C:12]2[CH:17]=[C:16]([O:18][C:19]3[CH:24]=[CH:23][C:22]([NH:25][C:26]([NH:28][C:29]4[CH:34]=[CH:33][CH:32]=[C:31]([CH3:35])[CH:30]=4)=[O:27])=[CH:21][CH:20]=3)[CH:15]=[CH:14][N:13]=2)[NH:9][CH:8]=1)=[O:6])=[O:3].[OH-].[Na+].O.Cl>CO>[CH3:1][S:2]([CH2:36][CH2:37][CH2:38][C:39]([OH:41])=[O:40])(=[N:4][C:5]([C:7]1[CH:11]=[C:10]([C:12]2[CH:17]=[C:16]([O:18][C:19]3[CH:24]=[CH:23][C:22]([NH:25][C:26]([NH:28][C:29]4[CH:34]=[CH:33][CH:32]=[C:31]([CH3:35])[CH:30]=4)=[O:27])=[CH:21][CH:20]=3)[CH:15]=[CH:14][N:13]=2)[NH:9][CH:8]=1)=[O:6])=[O:3] |f:1.2|. Procedure: To a stirred solution of methyl 4-{S-methyl-N-[(5-{4-[4-({[(3-methylphenyl)amino]carbonyl}amino)phenoxy]pyridin-2-yl}-1H-pyrrol-3-yl)carbonyl]sulfonimidoyl}butanoate (5 mg, 0.0087 mol) in MeOH (3 ml) was added 1M NaOH (0.5 ml, 0.5 mmol). The mixture was stirred at room temperature for 30 minutes, and poured into 30 ml of water. 2M HCl was added dropwise until pH=4. The precipitates were filtered, washed with water and dried to give 4-{S-methyl-N-[(5-{4-[4-({[(3-methylphenyl)amino]carbonyl}amino)...